The task is: describe an organic reaction: reactants, conditions, products, and yield. This data is from the Open Reaction Database (ORD), a public repository of structured organic reaction records. Starting materials: C(O)([O-])=O.[Na+] (sodium hydrogencarbonate), C(C)(=O)OC(COCCOC(C)(C)C)C1=CC(=CC=C1)Cl (1-acetoxy-1-(3-chlorophenyl)-2-(2-tert-butoxyethoxy)ethane), C(O)([O-])=O.[Na+] (sodium hydrogencarbonate), FC(C(=O)O)(F)F (trifluoroacetic acid). Solvent: C(C)O (ethanol), O (water), C(Cl)Cl (methylene chloride). Run at time 12 hour. The product is C(C)(=O)OC(COCCO)C1=CC(=CC=C1)Cl (1-acetoxy-1-(3-chlorophenyl)-2-(2-hydroxyethoxy)ethane). Yield: 59.0%. Reaction SMILES: [C:1]([O:4][CH:5]([C:15]1[CH:20]=[CH:19][CH:18]=[C:17]([Cl:21])[CH:16]=1)[CH2:6][O:7][CH2:8][CH2:9][O:10]C(C)(C)C)(=[O:3])[CH3:2].FC(F)(F)C(O)=O.C(=O)([O-])O.[Na+]>C(Cl)Cl.C(O)C.O>[C:1]([O:4][CH:5]([C:15]1[CH:20]=[CH:19][CH:18]=[C:17]([Cl:21])[CH:16]=1)[CH2:6][O:7][CH2:8][CH2:9][OH:10])(=[O:3])[CH3:2] |f:2.3|. Reported procedure: 40.0 g of 1-acetoxy-1-(3-chlorophenyl)-2-(2-tert-butoxyethoxy)ethane was dissolved in 40 ml of methylene chloride. To the solution was added 80 ml of trifluoroacetic acid with ice cooling. The mixture was stirred for 12 hours at room temperature. After the completion of the reaction, the solvent was removed by distillation under reduced pressure. The residue was mixed with 100 ml of toluene. The solvent was further removed by distillation under reduced pressure. The residue thus obtained was dis... Reactants: N--C H2 --CH2 -, [NH4+].[OH-] (NH4OH), Ph--CH2, C(C1=CC=CC=C1)N1CCC(=CC1)CCC1=CC=CC=C1 (1-Benzyl-4-(2-phenylethyl)-1,2,3,6-tetrahydropyridine). Solvent: OP(=O)(O)O (H3PO4). The product is C(C1=CC=CC=C1)N1CCC2(CC1)CCC1=CC=CC=C12 (1'-benzyl-2,3-dihydrospiro[indene-1,4'-piperidine]). The yield is 32.4%. As a reaction SMILES: [CH2:1]([N:8]1[CH2:13][CH:12]=[C:11]([CH2:14][CH2:15][C:16]2[CH:21]=[CH:20][CH:19]=[CH:18][CH:17]=2)[CH2:10][CH2:9]1)[C:2]1[CH:7]=[CH:6][CH:5]=[CH:4][CH:3]=1.[NH4+].[OH-]>OP(O)(O)=O>[CH2:1]([N:8]1[CH2:9][CH2:10][C:11]2([C:21]3[C:16](=[CH:17][CH:18]=[CH:19][CH:20]=3)[CH2:15][CH2:14]2)[CH2:12][CH2:13]1)[C:2]1[CH:3]=[CH:4][CH:5]=[CH:6][CH:7]=1 |f:1.2|. Procedure: 4-(2-Phenylethyl)pyridine (8.5 g, 46 mmol) and benzyl chloride (11.64 g, 92 mmol) were refluxed in acetone for 48 h. The precipitated 1-benzyl-4-(2-phenylethyl)pyridinium chloride was filtered, washed with acetone and dried in vacuo at 50° C. to obtain 9.35 g (65%) off the white solid. 1-Benzyl-4-(2-phenylethyl)pyridinium chloride (9.0 g, 29.0 mmol) was suspended in MeOH (100 mL) and cooled to 0° C. in an ice bath. NaBH4 (4.73 g, 207.2 mmol) was added portionwise with vigorous stirring over 40 m... The reactants are solution, ClCl (Cl2), CO (methanol), COC1=CC(C=C2SC3=CC(=CC=C3N=C12)OC)=O (1,7-dimethoxy-3H-phenothiazin-3-one), title compounds. Run in C(C)(=O)O (acetic acid), C(C)(=O)O (acetic acid). Reaction conditions: time 15 minute. Product: ClC=1C(C=C(C2=NC3=CC=C(C=C3SC12)OC)OC)=O (4-chloro-1,7-dimethoxy-3H-phenothiazin-3-one). Reaction SMILES: [CH3:1][O:2][C:3]1[C:16]2[C:7]([S:8][C:9]3[C:14]([N:15]=2)=[CH:13][CH:12]=[C:11]([O:17][CH3:18])[CH:10]=3)=[CH:6][C:5](=[O:19])[CH:4]=1.[Cl:20]Cl.CO>C(O)(=O)C>[Cl:20][C:6]1[C:5](=[O:19])[CH:4]=[C:3]([O:2][CH3:1])[C:16]2[C:7]=1[S:8][C:9]1[C:14](=[CH:13][CH:12]=[C:11]([O:17][CH3:18])[CH:10]=1)[N:15]=2. Procedure: To a suspension of 1,7-dimethoxy-3H-phenothiazin-3-one (800 mg) in acetic acid (24 ml) was added a 1.15M solution of Cl2 in acetic acid (3.1 ml). After 15 minutes, methanol was added and the mixture was filtered, washed with ether and air dried to afford a mixture of the two title compounds (700 mg), which were separated on a silica gel column (EtOAc:CH2Cl2, 1:9), affording 4-chloro-1,7-dimethoxy-3H-phenothiazin-3-one, m.p. 278°-280° C. (dec.) Starting materials: FC1=CC2=C(NC(C3=C(S2)SC2=C3C=CC=C2)=O)C=C1 (8-fluoro-[1]benzothieno[2,3-b][1,5]benzothiazepin-12(11H)-one), CN1CCNCC1 (1-methylpiperazine), P(=O)(Cl)(Cl)Cl (phosphorus oxychloride), CN(C1=CC=CC=C1)C (N,N-dimethylaniline). The product is FC1=CC2=C(N=C(C3=C(S2)SC2=C3C=CC=C2)N2CCN(CC2)C)C=C1 (8-fluoro-12-(4-methylpiperazin-1-yl)-[1]benzothieno[2,3-b][1,5]benzothiazepine). As a reaction SMILES: [F:1][C:2]1[CH:20]=[CH:19][C:5]2[NH:6][C:7](=O)[C:8]3[C:13]4[CH:14]=[CH:15][CH:16]=[CH:17][C:12]=4[S:11][C:9]=3[S:10][C:4]=2[CH:3]=1.P(Cl)(Cl)(Cl)=O.CN(C)C1C=CC=CC=1.[CH3:35][N:36]1[CH2:41][CH2:40][NH:39][CH2:38][CH2:37]1>>[F:1][C:2]1[CH:20]=[CH:19][C:5]2[N:6]=[C:7]([N:39]3[CH2:40][CH2:41][N:36]([CH3:35])[CH2:37][CH2:38]3)[C:8]3[C:13]4[CH:14]=[CH:15][CH:16]=[CH:17][C:12]=4[S:11][C:9]=3[S:10][C:4]=2[CH:3]=1. Reported procedure: In the same manner as in Example 80 and using 8-fluoro-[1]benzothieno[2,3-b][1,5]benzothiazepin-12(11H)-one, phosphorus oxychloride, N,N-dimethylaniline and 1-methylpiperazine, 8-fluoro-12-(4-methylpiperazin-1-yl)-[1]benzothieno[2,3-b][1,5]benzothiazepine is obtained. Starting materials: ClC1=C(C=C(C=C1)[C@]1(O)[C@H](O)[C@@H](O)[C@H](O)[C@H](O1)CO)CC1=CC=C(C=C1)C#C (1-chloro-4-(β-D-glucopyranos-1-yl)-2-(4-ethynyl-benzyl)-benzene), IC=1C=CC(N(C1)C)=O (5-iodo-1-methyl-1H-pyridin-2-one). Yields the product ClC1=C(C=C(C=C1)[C@]1(O)[C@H](O)[C@@H](O)[C@H](O)[C@H](O1)CO)CC1=CC=C(C=C1)C#CC1=CN(C(C=C1)=O)C (1-Chloro-4-(β-D-glucopyranos-1-yl)-2-[4-(1-methyl-6-oxo-1,6-dihydro-pyridin-3-yl-ethynyl)-benzyl]-benzene). Reaction SMILES: [Cl:1][C:2]1[CH:7]=[CH:6][C:5]([C@:8]2([O:17][C@H:16]([CH2:18][OH:19])[C@@H:14]([OH:15])[C@H:12]([OH:13])[C@H:10]2[OH:11])[OH:9])=[CH:4][C:3]=1[CH2:20][C:21]1[CH:26]=[CH:25][C:24]([C:27]#[CH:28])=[CH:23][CH:22]=1.I[C:30]1[CH:31]=[CH:32][C:33](=[O:37])[N:34]([CH3:36])[CH:35]=1>>[Cl:1][C:2]1[CH:7]=[CH:6][C:5]([C@:8]2([O:17][C@H:16]([CH2:18][OH:19])[C@@H:14]([OH:15])[C@H:12]([OH:13])[C@H:10]2[OH:11])[OH:9])=[CH:4][C:3]=1[CH2:20][C:21]1[CH:22]=[CH:23][C:24]([C:27]#[C:28][C:30]2[CH:31]=[CH:32][C:33](=[O:37])[N:34]([CH3:36])[CH:35]=2)=[CH:25][CH:26]=1. Procedure: The compound was obtained starting from 1-chloro-4-(β-D-glucopyranos-1-yl)-2-(4-ethynyl-benzyl)-benzene and 5-iodo-1-methyl-1H-pyridin-2-one.